From a dataset of the Open Reaction Database (ORD), a public repository of structured organic reaction records. describe an organic reaction: reactants, conditions, products, and yield Product: COc1ccc(Cn2cc3c(N)c(C(=O)O)c(Cl)nc3n2)cc1. RXN SMILES: [C:26]([OH:27])(=[O:28])[CH3:29].[CH2:1]([CH3:2])[O:3][C:4](=[O:5])[c:6]1[c:7]([NH2:25])[c:8]2[c:9]([n:10][c:11]1[Cl:12])[n:13][n:14]([CH2:16][c:17]1[cH:18][cH:19][c:20]([O:23][CH3:24])[cH:21][cH:22]1)[cH:15]2.[Na+:31].[OH-:30]>>[O:3]=[C:4]([OH:5])[c:6]1[c:7]([NH2:25])[c:8]2[c:9]([n:10][c:11]1[Cl:12])[n:13][n:14]([CH2:16][c:17]1[cH:18][cH:19][c:20]([O:23][CH3:24])[cH:21][cH:22]1)[cH:15]2. Starting materials: CC(=O)O, CCOC(=O)c1c(Cl)nc2nn(Cc3ccc(OC)cc3)cc2c1N, [Na+], [OH-]. Reactants: NC=1C=C(C=CC1)B(OC(C)(C)C)OC(C)(C)C (di-tert-butyl 3-aminophenylboronate), BrC=1C=C(CC2=C(N=C(C3=CC(=C(C=C23)OC)OC)CC)O)C=CC1 (4-(3-bromobenzyl)-1-ethyl-6,7-dimethoxyisoquinolin-3-ol), BrC=1C=C(CC2=C(N=C(C3=CC(=C(C=C23)OC)OC)CC)O)C=CC1 (4-(3-Bromobenzyl)-1-ethyl-6,7-dimethoxyisoquinolin-3-ol), C(=O)([O-])[O-].[Na+].[Na+] (Na2CO3), O (H2O). Reagents/catalysts: Cl[Pd]([P](C1=CC=CC=C1)(C2=CC=CC=C2)C3=CC=CC=C3)([P](C4=CC=CC=C4)(C5=CC=CC=C5)C6=CC=CC=C6)Cl (Pd(PPh3)2Cl2). Solvent: CCO (EtOH), C(OC)COC (dimethoxyethane), CCOC(=O)C (EtOAc). The product is NC=1C=C(C=CC1)C1=CC(=CC=C1)CC1=C(N=C(C2=CC(=C(C=C12)OC)OC)CC)O (4-((3′-amino-[1,1′-biphenyl]-3-yl)methyl)-1-ethyl-6,7-dimethoxyisoquinolin-3-ol). Reaction SMILES: Br[C:2]1[CH:3]=[C:4]([CH:23]=[CH:24][CH:25]=1)[CH2:5][C:6]1[C:15]2[C:10](=[CH:11][C:12]([O:18][CH3:19])=[C:13]([O:16][CH3:17])[CH:14]=2)[C:9]([CH2:20][CH3:21])=[N:8][C:7]=1[OH:22].[NH2:26][C:27]1[CH:28]=[C:29](B(OC(C)(C)C)OC(C)(C)C)[CH:30]=[CH:31][CH:32]=1.C([O-])([O-])=O.[Na+].[Na+].O>CCO.CCOC(C)=O.Cl[Pd](Cl)([P](C1C=CC=CC=1)(C1C=CC=CC=1)C1C=CC=CC=1)[P](C1C=CC=CC=1)(C1C=CC=CC=1)C1C=CC=CC=1.C(COC)OC>[NH2:26][C:27]1[CH:32]=[C:31]([C:2]2[CH:25]=[CH:24][CH:23]=[C:4]([CH2:5][C:6]3[C:15]4[C:10](=[CH:11][C:12]([O:18][CH3:19])=[C:13]([O:16][CH3:17])[CH:14]=4)[C:9]([CH2:20][CH3:21])=[N:8][C:7]=3[OH:22])[CH:3]=2)[CH:30]=[CH:29][CH:28]=1 |f:2.3.4,^1:62,81|. Procedure details: To a stirred solution of 4-(3-bromobenzyl)-1-ethyl-6,7-dimethoxyisoquinolin-3-ol SLA 28138 (79 mg, 0.196 mmol) in EtOH (0.9 mL) in a 20 mL microwave vial equipped with a magnetic stirrer were added di-tert-butyl 3-aminophenylboronate (49 mg, 0.393 mmol), Pd(PPh3)2Cl2 (10.0 mg), a 2 N aq. Na2CO3 solution (0.3 mL), H2O (2.7 mL) and dimethoxyethane (3.5 mL) and the resulting mixture was stirred at 140° C. for 25 min. After cooling to RT, the mixture was diluted with EtOAc (30 mL) and the organic so... Starting materials: [N+](=O)([O-])C=1C=C(C=CC1)S(=O)(=O)N1CC(CC(C1)C(=O)N)C(=O)N (1-(3-Nitro-benzenesulfonyl)piperidine-3,5-dicarboxylic acid diamide), OCC1(O)[C@H](O)[C@H](O)[C@H](O)CO1 (Psi). Reagents/catalysts: [Pd] (palladium). Run in CO (methanol). Product: NC=1C=C(C=CC1)S(=O)(=O)N1CC(CC(C1)C(=O)N)C(=O)N (1-(3-Amino-benzenesulfonyl)piperidine-3,5-dicarboxylic acid diamide). Isolated yield 91.9%. RXN SMILES: [N+:1]([C:4]1[CH:5]=[C:6]([S:10]([N:13]2[CH2:18][CH:17]([C:19]([NH2:21])=[O:20])[CH2:16][CH:15]([C:22]([NH2:24])=[O:23])[CH2:14]2)(=[O:12])=[O:11])[CH:7]=[CH:8][CH:9]=1)([O-])=O.OCC1(OC[C@@H](O)[C@@H](O)[C@H]1O)O>CO.[Pd]>[NH2:1][C:4]1[CH:5]=[C:6]([S:10]([N:13]2[CH2:18][CH:17]([C:19]([NH2:21])=[O:20])[CH2:16][CH:15]([C:22]([NH2:24])=[O:23])[CH2:14]2)(=[O:12])=[O:11])[CH:7]=[CH:8][CH:9]=1. Reported procedure: A solution of 1-(3-nitro-benzenesulfonyl)piperidine-3,5-dicarboxylic acid diamide (Example 47, 1.5 g, 4.2 mmol) in 300 ml of methanol was hydrogenated in Parr apparatus at 25 Psi over 0.1 g of the palladium catalyst (10% palladium on carbon) for 1.5 h. Filtration of the catalyst and solvent removing gave 1.26 g (92%) of the desired product as a light-gray solid. MS (ES) m/z 327.1 (M+H)+.